The task is: describe an organic reaction: reactants, conditions, products, and yield. This data is from the Open Reaction Database (ORD), a public repository of structured organic reaction records. Procedure details: prepared by reaction of 1-(3,4-Dimethoxy-benzyl)-6,7-dimethoxy-1,2,3,4-tetrahydroisoquinoline and 2-bromoacetyl bromide with 1-amino-indane As a reaction SMILES: [CH3:1][O:2][C:3]1[CH:4]=[C:5]([CH:21]=[CH:22][C:23]=1[O:24][CH3:25])[CH2:6][CH:7]1[C:16]2[C:11](=[CH:12][C:13]([O:19][CH3:20])=[C:14]([O:17][CH3:18])[CH:15]=2)[CH2:10][CH2:9][NH:8]1.Br[CH2:27][C:28](Br)=[O:29].[NH2:31][CH:32]1[C:40]2[C:35](=[CH:36][CH:37]=[CH:38][CH:39]=2)[CH2:34][CH2:33]1>>[CH3:1][O:2][C:3]1[CH:4]=[C:5]([CH:21]=[CH:22][C:23]=1[O:24][CH3:25])[CH2:6][CH:7]1[C:16]2[C:11](=[CH:12][C:13]([O:19][CH3:20])=[C:14]([O:17][CH3:18])[CH:15]=2)[CH2:10][CH2:9][N:8]1[CH2:27][C:28]([NH:31][CH:32]1[C:40]2[C:35](=[CH:36][CH:37]=[CH:38][CH:39]=2)[CH2:34][CH2:33]1)=[O:29]. The reactants are COC=1C=C(CC2NCCC3=CC(=C(C=C23)OC)OC)C=CC1OC (1-(3,4-Dimethoxy-benzyl)-6,7-dimethoxy-1,2,3,4-tetrahydroisoquinoline), BrCC(=O)Br (2-bromoacetyl bromide), NC1CCC2=CC=CC=C12 (1-amino-indane). The product is COC=1C=C(CC2N(CCC3=CC(=C(C=C23)OC)OC)CC(=O)NC2CCC3=CC=CC=C23)C=CC1OC (2-[1-(3,4-Dimethoxy-benzyl)-6,7-dimethoxy-3,4-dihydro-1H-isoquinolin-2-yl]-N-(indan-1-yl)-acetamide). The solvent is C(C)O (ethanol). Isolated yield 91.0%. Run at time 2 hour. Procedure details: A mixture of 35% aqueous formaldehyde solution (20.8 mL, 264 mmol) and dimethylamine hydrochloride (22.7 g, 278 mmol) was added to 1-methylpyrrole (21.4 g, 264 mmol) under ice-cooling with stirring over 1 hour and 30 minutes and the mixture was stirred at room temperature for 6 hours. A 10% aqueous sodium hydroxide solution (150 mL) and ether were added to the reaction mixture to separate it. The thus obtained organic phase was separated, washed with a saturated aqueous NaCl solution and dried o... Product: [I-].CN1C(=CC=C1)C[N+](C)(C)C ((1-methylpyrrol-2-yl)methyltrimethylammonium iodide). Starting materials: CI (Methyl iodide), CN(C)CC=1N(C=CC1)C (2-(N,N-dimethylaminomethyl)-1-methylpyrrol), C(C)(=O)OCC (Ethyl acetate). As a reaction SMILES: C[I:2].[CH3:3][N:4]([CH2:6][C:7]1[N:8]([CH3:12])[CH:9]=[CH:10][CH:11]=1)[CH3:5].[C:13](OCC)(=O)C>C(O)C>[I-:2].[CH3:12][N:8]1[CH:9]=[CH:10][CH:11]=[C:7]1[CH2:6][N+:4]([CH3:13])([CH3:5])[CH3:3] |f:4.5|. Starting materials: COC1=C(C=CC=C1)N1CCN(CC1)CC1C(C2=CC=CC=C2CC1)O (1,2,3,4-Tetrahydro-2-[[4-(2-methoxyphenyl)-1-piperazinyl]methyl]-1-naphthalenol), Cl (hydrogen chloride). The solvent is ice water, CCOCC (ether), alcohol. Run at time 7.5 minute. Yields the product Cl.COC1=C(C=CC=C1)N1CCN(CC1)CC1C(C2=CC=CC=C2CC1)O (1,2,3,4-Tetrahydro-2-[[ 4-(2-methoxyphenyl)-1-piperazinyl]methyl]-1-naphthalenol, hydrochloride). Reaction SMILES: [CH3:1][O:2][C:3]1[CH:8]=[CH:7][CH:6]=[CH:5][C:4]=1[N:9]1[CH2:14][CH2:13][N:12]([CH2:15][CH:16]2[CH2:25][CH2:24][C:23]3[C:18](=[CH:19][CH:20]=[CH:21][CH:22]=3)[CH:17]2[OH:26])[CH2:11][CH2:10]1.[ClH:27]>CCOCC>[ClH:27].[CH3:1][O:2][C:3]1[CH:8]=[CH:7][CH:6]=[CH:5][C:4]=1[N:9]1[CH2:14][CH2:13][N:12]([CH2:15][CH:16]2[CH2:25][CH2:24][C:23]3[C:18](=[CH:19][CH:20]=[CH:21][CH:22]=3)[CH:17]2[OH:26])[CH2:11][CH2:10]1 |f:3.4|. Procedure: 1,2,3,4-Tetrahydro-2-[[4-(2-methoxyphenyl)-1-piperazinyl]methyl]-1-naphthalenol (3.0 g, prepared as described in Example 1) is suspended in 50 ml of absolute alcohol and treated with 2.5 ml of 5N ethanolic hydrogen chloride and stirred for 5 to 10 minutes. The mixture is heated on a steam bath for a few minutes and then cooled in ice-water followed by dilution with about 200 ml of ether. The resulting suspension is kept in an ice bath for 10 minutes, after which the precipitate is filtered off a... Starting materials: CCC=CCC=CCC=CCC=CCC=CCCCC(=O)NC(CCCCNC(=O)c1cccnc1)C(=O)OC, C1CCOC1, Cl, [Na+], [OH-]. Yields the product CCC=CCC=CCC=CCC=CCC=CCCCC(=O)NC(CCCCNC(=O)c1cccnc1)C(=O)O. RXN SMILES: [C:1]([CH2:2][CH2:3][CH2:4][CH:5]=[CH:6][CH2:7][CH:8]=[CH:9][CH2:10][CH:11]=[CH:12][CH2:13][CH:14]=[CH:15][CH2:16][CH:17]=[CH:18][CH2:19][CH3:20])(=[O:21])[NH:22][CH:23]([C:24](=[O:25])[O:26][CH3:27])[CH2:28][CH2:29][CH2:30][CH2:31][NH:32][C:33]([c:34]1[cH:35][n:36][cH:37][cH:38][cH:39]1)=[O:40].[CH2:44]1[O:45][CH2:46][CH2:47][CH2:48]1.[ClH:43].[Na+:42].[OH-:41]>>[C:1]([CH2:2][CH2:3][CH2:4][CH:5]=[CH:6][CH2:7][CH:8]=[CH:9][CH2:10][CH:11]=[CH:12][CH2:13][CH:14]=[CH:15][CH2:16][CH:17]=[CH:18][CH2:19][CH3:20])(=[O:21])[NH:22][CH:23]([C:24](=[O:25])[OH:26])[CH2:28][CH2:29][CH2:30][CH2:31][NH:32][C:33]([c:34]1[cH:35][n:36][cH:37][cH:38][cH:39]1)=[O:40]. The reactants are C1(=CC=CC=C1)CCN(CC(=O)OCC1=CC=CC=C1)C(CCC1=CC=CC=C1)=O (benzyl N-[(2-phenyl)ethyl]-N-[(3-phenyl)propionyl]glycinate), [H][H] (hydrogen). The reagents and catalysts are [Pd] (palladium on carbon). Solvent: CO (methanol). Yields the product C1(=CC=CC=C1)CCN(CC(=O)O)C(CCC1=CC=CC=C1)=O (N-[(2-phenyl)ethyl]-N-[(3-phenyl)propionyl]glycine). The yield is 99.1%. RXN SMILES: [C:1]1([CH2:7][CH2:8][N:9]([C:21](=[O:30])[CH2:22][CH2:23][C:24]2[CH:29]=[CH:28][CH:27]=[CH:26][CH:25]=2)[CH2:10][C:11]([O:13]CC2C=CC=CC=2)=[O:12])[CH:6]=[CH:5][CH:4]=[CH:3][CH:2]=1.[H][H]>[Pd].CO>[C:1]1([CH2:7][CH2:8][N:9]([C:21](=[O:30])[CH2:22][CH2:23][C:24]2[CH:25]=[CH:26][CH:27]=[CH:28][CH:29]=2)[CH2:10][C:11]([OH:13])=[O:12])[CH:2]=[CH:3][CH:4]=[CH:5][CH:6]=1. Procedure: A methanol solution (20 mL) of benzyl N-[(2-phenyl)ethyl]-N-[(3-phenyl)propionyl]glycinate (1.3 g, 3.24 mmol) and palladium on carbon (10%, 180 mg) was stirred under 1 atmosphere of hydrogen gas for 18 hours. The reaction was purged with nitrogen and filtered through a pad of diatomaceous earth and evaporated to give N-[(2-phenyl)ethyl]-N-[(3-phenyl)propionyl]glycine (1.0 g) in quantitative yield. LRMS: (M+NH3)+ =326. Starting materials: OC1=C(C=NC2=CC(=CC=C12)OC)C(=O)O (4-Hydroxy-7-methoxy-3-quinolinecarboxylic acid), C1(=CC=CC=C1)OC1=CC=CC=C1 (diphenyl ether). Solvent: C(C)(=O)OCC (ethyl acetate). Run at time 2 hour. The product is OC1=CC=NC2=CC(=CC=C12)OC (4-hydroxy-7-methoxyquinoline). The yield is 84.5%. Reaction SMILES: [OH:1][C:2]1[C:11]2[C:6](=[CH:7][C:8]([O:12][CH3:13])=[CH:9][CH:10]=2)[N:5]=[CH:4][C:3]=1C(O)=O.C1(OC2C=CC=CC=2)C=CC=CC=1>C(OCC)(=O)C>[OH:1][C:2]1[C:11]2[C:6](=[CH:7][C:8]([O:12][CH3:13])=[CH:9][CH:10]=2)[N:5]=[CH:4][CH:3]=1. Procedure: 4-Hydroxy-7-methoxy-3-quinolinecarboxylic acid (21.4 g, 0.1 mol) was added with diphenyl ether (150 ml) and decarboxylated at 250° C. for 2 hours. The reaction mixture was allowed to cool to room temperature and added with ethyl acetate (300 ml). The resulting precipitates were collected by filtration to obtain crude 4-hydroxy-7-methoxyquinoline (15.0 g). This was recrystallized from water (about 300 ml) to obtain 14.8 g (86%) of 4-hydroxy-7-methoxyquinoline. Starting materials: Brc1c[nH]c2ncccc12, CCOc1ccc2ccccc2c1C(=O)Cl, CN(C)C=O, [H-], [Na+], O. Product: CCOc1ccc2ccccc2c1C(=O)n1cc(Br)c2cccnc21. RXN SMILES: [Br:1][c:2]1[cH:3][nH:4][c:5]2[n:6][cH:7][cH:8][cH:9][c:10]12.[CH2:13]([CH3:14])[O:15][c:16]1[c:17]([C:26](=[O:27])[Cl:28])[c:18]2[cH:19][cH:20][cH:21][cH:22][c:23]2[cH:24][cH:25]1.[CH3:30][N:31]([CH3:32])[CH:33]=[O:34].[H-:11].[Na+:12].[OH2:29]>>[Br:1][c:2]1[cH:3][n:4]([C:26]([c:17]2[c:16]([O:15][CH2:13][CH3:14])[cH:25][cH:24][c:23]3[c:18]2[cH:19][cH:20][cH:21][cH:22]3)=[O:27])[c:5]2[n:6][cH:7][cH:8][cH:9][c:10]12.